From a dataset of the Open Reaction Database (ORD), a public repository of structured organic reaction records. describe an organic reaction: reactants, conditions, products, and yield The reactants are NC=1C=NC=CC1 (3-aminopyridine), C=1C=CC2=C(C1)N=NN2O (HOBt), Intermediate 15, Cl.FC1=C(C=C(OC2CCNCC2)C=C1)C(F)(F)F (4-(4-fluoro-3-trifluoromethyl-phenoxy)-piperidine hydrochloride), CCN(C(C)C)C(C)C (DIPEA), N1=CC(=CC=C1)N1N=NC(=C1)C(=O)NCC(=O)O ([(1-pyridin-3-yl-1H-[1,2,3]triazole-4-carbonyl)-amino]-acetic acid), Intermediate 64, CCN=C=NCCCN(C)C (EDCI). Run in CN(C)C=O (DMF). Conditions: time 2 minute. Product: FC1=C(C=C(OC2CCN(CC2)C(CNC(=O)C=2N=NN(C2)C=2C=NC=CC2)=O)C=C1)C(F)(F)F (1-pyridin-3-yl-1H-[1,2,3]triazole-4-carboxylic acid {2-[4-(4-fluoro-3-trifluoromethyl-phenoxy)-piperidin-1-yl]-2-oxo-ethyl}-amide). The yield is 20.0%. RXN SMILES: CCN(C(C)C)C(C)C.[N:10]1[CH:15]=[CH:14][CH:13]=[C:12]([N:16]2[CH:20]=[C:19]([C:21]([NH:23][CH2:24][C:25]([OH:27])=O)=[O:22])[N:18]=[N:17]2)[CH:11]=1.NC1C=NC=CC=1.C1C=CC2N(O)N=NC=2C=1.CCN=C=NCCCN(C)C.Cl.[F:57][C:58]1[CH:70]=[CH:69][C:61]([O:62][CH:63]2[CH2:68][CH2:67][NH:66][CH2:65][CH2:64]2)=[CH:60][C:59]=1[C:71]([F:74])([F:73])[F:72]>CN(C=O)C>[F:57][C:58]1[CH:70]=[CH:69][C:61]([O:62][CH:63]2[CH2:68][CH2:67][N:66]([C:25](=[O:27])[CH2:24][NH:23][C:21]([C:19]3[N:18]=[N:17][N:16]([C:12]4[CH:11]=[N:10][CH:15]=[CH:14][CH:13]=4)[CH:20]=3)=[O:22])[CH2:65][CH2:64]2)=[CH:60][C:59]=1[C:71]([F:74])([F:72])[F:73] |f:5.6|. Reported procedure: DIPEA (97 mg, 0.75 mmol) was added to a stirred solution of [(1-pyridin-3-yl-1H-[1,2,3]triazole-4-carbonyl)-amino]-acetic acid (prepared by the method used for the synthesis of Intermediate 64, starting from 3-aminopyridine, and subsequently, application of Step 3 of the General Scheme) (62 mg, 0.25 mmol) in DMF (2 mL) followed by HOBt (35 mg, 0.26 mmol) and EDCI (50 mg, 0.26 mmol). After 2 minutes of stirring, 4-(4-fluoro-3-trifluoromethyl-phenoxy)-piperidine hydrochloride (prepared by the meth...